From a dataset of the Open Reaction Database (ORD), a public repository of structured organic reaction records. describe an organic reaction: reactants, conditions, products, and yield Reactants: O (Water), BrN1C(CCC1=O)=O (N-bromosuccinimide), CC(C)(C#N)N=NC(C)(C)C#N (AIBN), N(=[N+]=[N-])C1=C(C=C(C=C1)C)Cl (4-Azido-3-chlorotoluene). Solvent: C1=CC=CC=C1 (benzene). The product is N(=[N+]=[N-])C1=C(C=C(CBr)C=C1)Cl (4-azido-3-chlorobenzyl bromide). The yield is 57.6%. RXN SMILES: [N:1]([C:4]1[CH:9]=[CH:8][C:7]([CH3:10])=[CH:6][C:5]=1[Cl:11])=[N+:2]=[N-:3].[Br:12]N1C(=O)CCC1=O.CC(N=NC(C#N)(C)C)(C#N)C.O>C1C=CC=CC=1>[N:1]([C:4]1[CH:9]=[CH:8][C:7]([CH2:10][Br:12])=[CH:6][C:5]=1[Cl:11])=[N+:2]=[N-:3]. Reported procedure: 4-Azido-3-chlorotoluene (17.14 g, 0.1 mol) was dissolved in dry benzene (80 ml) and thereto were added N-bromosuccinimide (19.6 g, 0.11 mol) and AIBN (1.64 g, 0.01 mol). The resulting mixture was refluxed in the shade in a nitrogen stream for 10 hr. Water (100 ml) was added and the mixture was filtrated. The aqueous layer of the filtrate was taken and extracted with ether. The organic layers were combined, washed with brine and dried over anhydrous sodium sulfate. The solvent was evaporated unde... Starting materials: CC(=O)O[BH-](OC(C)=O)OC(C)=O, COCCCN1C(=O)COc2ccc(COC3CN(C(=O)OCc4ccccc4)CCC3c3ccc(OC4CCNC4)cc3)cc21, CC(=O)O, [Na+], O=C1CCCCC1. Yields the product COCCCN1C(=O)COc2ccc(COC3CN(C(=O)OCc4ccccc4)CCC3c3ccc(OC4CCN(C5CCCCC5)C4)cc3)cc21. As a reaction SMILES: [C:54]([O:55][BH-:56]([O:57][C:58](=[O:59])[CH3:60])[O:61][C:62](=[O:63])[CH3:64])(=[O:65])[CH3:66].[CH3:1][O:2][CH2:3][CH2:4][CH2:5][N:6]1[C:7](=[O:46])[CH2:8][O:9][c:10]2[c:11]1[cH:12][c:13]([CH2:16][O:17][CH:18]1[CH2:19][N:20]([C:36](=[O:37])[O:38][CH2:39][c:40]3[cH:41][cH:42][cH:43][cH:44][cH:45]3)[CH2:21][CH2:22][CH:23]1[c:24]1[cH:25][cH:26][c:27]([O:30][CH:31]3[CH2:32][NH:33][CH2:34][CH2:35]3)[cH:28][cH:29]1)[cH:14][cH:15]2.[CH3:68][C:69](=[O:70])[OH:71].[Na+:67].[O:47]=[C:48]1[CH2:49][CH2:50][CH2:51][CH2:52][CH2:53]1>>[CH3:1][O:2][CH2:3][CH2:4][CH2:5][N:6]1[C:7](=[O:46])[CH2:8][O:9][c:10]2[c:11]1[cH:12][c:13]([CH2:16][O:17][CH:18]1[CH2:19][N:20]([C:36](=[O:37])[O:38][CH2:39][c:40]3[cH:41][cH:42][cH:43][cH:44][cH:45]3)[CH2:21][CH2:22][CH:23]1[c:24]1[cH:25][cH:26][c:27]([O:30][CH:31]3[CH2:32][N:33]([CH:48]4[CH2:49][CH2:50][CH2:51][CH2:52][CH2:53]4)[CH2:34][CH2:35]3)[cH:28][cH:29]1)[cH:14][cH:15]2. Starting materials: CC(C)C(NC(=O)C(F)(F)F)C(=O)O, O=S(Cl)Cl. Product: CC(C)C(NC(=O)C(F)(F)F)C(=O)Cl. Reaction SMILES: [F:1][C:2]([C:3](=[O:4])[NH:5][CH:6]([CH:7]([CH3:8])[CH3:9])[C:10](=[O:11])[OH:12])([F:13])[F:14].[S:15]([Cl:16])([Cl:17])=[O:18]>>[F:1][C:2]([C:3](=[O:4])[NH:5][CH:6]([CH:7]([CH3:8])[CH3:9])[C:10](=[O:11])[Cl:17])([F:13])[F:14]. The product is FC1=CC=C(C=C1)NC(=O)C1=NNC=C1[N+](=O)[O-] (4-Nitro-1H-pyrazole-3-carboxylic acid (4-fluoro-phenyl)-amide). Reaction SMILES: [N+:1]([C:4]1[C:5]([C:9]([OH:11])=O)=[N:6][NH:7][CH:8]=1)([O-:3])=[O:2].[F:12][C:13]1[CH:19]=[CH:18][C:16]([NH2:17])=[CH:15][CH:14]=1.C(Cl)CCl.C1C=CC2N(O)N=NC=2C=1>CN(C=O)C>[F:12][C:13]1[CH:19]=[CH:18][C:16]([NH:17][C:9]([C:5]2[C:4]([N+:1]([O-:3])=[O:2])=[CH:8][NH:7][N:6]=2)=[O:11])=[CH:15][CH:14]=1. Solvent: CN(C)C=O (DMF). Reported procedure: 4-Nitropyrazole-3-carboxylic acid (10 g; 63.66 mmol) was added to a stirred solution of 4-fluoroaniline (6.7 ml; 70 mmol), EDC (14.6 g; 76.4 mmol), and HOBt (10.3 g; 76.4 mmol) in DMF (25 ml), then stirred at room temperature overnight. The solvent was removed by evaporation under reduced pressure and the residue triturated with ethyl acetate/saturated brine solution. The resultant yellow solid was collected by filtration, washed with 2M hydrochloric acid, then dried under vacuum to give 15.5 g ... Reactants: [N+](=O)([O-])C=1C(=NNC1)C(=O)O (4-Nitropyrazole-3-carboxylic acid), FC1=CC=C(N)C=C1 (4-fluoroaniline), C(CCl)Cl (EDC), C=1C=CC2=C(C1)N=NN2O (HOBt). Run at time 8 hour. Isolated yield 97.3%. Starting materials: CC1=CC=C(C=C1)Cl (4-methylchlorobenzene), N1CCOCC1 (morpholine), CC(C)([O-])C.[Na+] (sodium tert-butoxide). The product is CC1=CC=C(C=C1)N1CCOCC1 (N-(4-methylphenyl)morpholine). The yield is 97.9%. Reaction SMILES: [CH3:1][C:2]1[CH:7]=[CH:6][C:5](Cl)=[CH:4][CH:3]=1.[NH:9]1[CH2:14][CH2:13][O:12][CH2:11][CH2:10]1.CC(C)([O-])C.[Na+]>>[CH3:1][C:2]1[CH:7]=[CH:6][C:5]([N:9]2[CH2:14][CH2:13][O:12][CH2:11][CH2:10]2)=[CH:4][CH:3]=1 |f:2.3|. Reported procedure: According to the general procedure B, 4-methylchlorobenzene (71 mg, 0.56 mmol) reacted with morpholine (46 mg, 0.53 mmol) using 1 mol % of catalyst and sodium tert-butoxide (60 mg, 1.03 mmol) at 70° C. for 27 h to give the title compound (92 mg, 98%) as a solid: 1H-NMR (300 MHz, CDCl3): δ 7.12 (d, 2H, J=8.7 Hz), 6.87 (d, 2H, J=8.7 Hz), 3.89 (t, 4H, J=4.8 Hz), 3.14 (t, 4H, J=4.8 Hz), 2.31 (s, 3H). 13C{1H}-NMR (100 MHz, CDCl3): δ 149.09, 129.64, 129.51, 115.97, 66.90, 49.86, 20.38. GC/MS(EI): m/z ... The reactants are Br (hydrobromic acid), C(C)(=O)O (acetic acid), C(C)(C)(C)OC(=O)N(C)C1=CC=C(C(=O)N2CCC(CC2)N2C(=O)CCC3=CC=CC=C23)C=C1 (1-{1-[4-(N-t-butoxycarbonyl-N-methylamino)benzoyl]-4-piperidinyl}-3,4-dihyrocarbostyril), C([O-])([O-])=O.[K+].[K+] (potassium carbonate). Run in O (water). Reaction conditions: time 8 hour. The product is CNC1=CC=C(C(=O)N2CCC(CC2)N2C(=O)CCC3=CC=CC=C23)C=C1 (1-{1-[4-(N-methylamino)benzoyl]-4-piperidinyl}-3,4-dihydrocarbostyril). The yield is 85.0%. RXN SMILES: Br.C(O)(=O)C.C(O[C:11]([N:13]([C:15]1[CH:39]=[CH:38][C:18]([C:19]([N:21]2[CH2:26][CH2:25][CH:24]([N:27]3[C:37]4[C:32](=[CH:33][CH:34]=[CH:35][CH:36]=4)[CH2:31][CH2:30][C:28]3=[O:29])[CH2:23][CH2:22]2)=[O:20])=[CH:17][CH:16]=1)C)=O)(C)(C)C.C(=O)([O-])[O-].[K+].[K+]>O>[CH3:11][NH:13][C:15]1[CH:16]=[CH:17][C:18]([C:19]([N:21]2[CH2:22][CH2:23][CH:24]([N:27]3[C:37]4[C:32](=[CH:33][CH:34]=[CH:35][CH:36]=4)[CH2:31][CH2:30][C:28]3=[O:29])[CH2:25][CH2:26]2)=[O:20])=[CH:38][CH:39]=1 |f:3.4.5|. Procedure: A mixture (5 ml) of hydrobromic acid and acetic acid (35% solution) is added to 1-{1-[4-(N-t-butoxycarbonyl-N-methylamino)benzoyl]-4-piperidinyl}-3,4-dihyrocarbostyril (1.8 g) and the mixture is stirred at room temperature overnight. The reaction mixture is poured into water and the pH value thereof is adjusted to pH 12-14 by adding potassium carbonate. The mixture is extracted with chloroform, dried with sodium carbonate and then purified by silica gel column chromatography (solvent; n-hexane:e... Reactants: CC#N (MeCN), ClC1=NC2=CC=C(C=C2C=C1C(=O)O)Cl (2,6-dichloroquinoline-3-carboxylic acid), N[C@H](CC1=CNC2=CC=CC=C12)C(=O)O (D-tryptophan). Solvent: O (H2O). The product is C(=O)(O)[C@@H](CC1=CNC2=CC=CC=C12)NC1=NC2=CC=C(C=C2C=C1C(=O)O)Cl (2-[(R)-1-Carboxy-2-(1H-indol-3-yl)-ethylamino]-6-chloro-quinoline-3-carboxylic acid), AcOH—20. Yield: 17.0%. Reaction SMILES: Cl[C:2]1[C:11]([C:12]([OH:14])=[O:13])=[CH:10][C:9]2[C:4](=[CH:5][CH:6]=[C:7]([Cl:15])[CH:8]=2)[N:3]=1.[NH2:16][C@@H:17]([C:28]([OH:30])=[O:29])[CH2:18][C:19]1[C:27]2[C:22](=[CH:23][CH:24]=[CH:25][CH:26]=2)[NH:21][CH:20]=1.CC#N>O>[C:28]([C@H:17]([NH:16][C:2]1[C:11]([C:12]([OH:14])=[O:13])=[CH:10][C:9]2[C:4](=[CH:5][CH:6]=[C:7]([Cl:15])[CH:8]=2)[N:3]=1)[CH2:18][C:19]1[C:27]2[C:22](=[CH:23][CH:24]=[CH:25][CH:26]=2)[NH:21][CH:20]=1)([OH:30])=[O:29]. Reported procedure: In close analogy to the procedure described in Example 1, 2,6-dichloroquinoline-3-carboxylic acid is reacted with D-tryptophan to provide the title compound in 17% yield as yellow needles (flash chromatography on SiO2, eluent MeCN, H2O, AcOH—20, 1, 0.3). Starting materials: COC1=NC=C(C=N1)C=O (2-methoxypyrimidine-5-carbaldehyde), C(CCC)[Li] (n-butyllithium), CCCCCC (hexane). The reagents and catalysts are [Br-].C[P+](C1=CC=CC=C1)(C1=CC=CC=C1)C1=CC=CC=C1 (methyltriphenylphosphonium bromide). Solvent: C1CCOC1 (THF), C1CCOC1 (THF), O (water). Conditions: time 3 hour. Product: COC1=NC=C(C=N1)C=C (2-Methoxy-5-vinylpyrimidine). Reaction SMILES: [CH2:1]([Li])[CH2:2][CH2:3][CH3:4].CCCCCC.[CH3:12][O:13][C:14]1[N:19]=CC(C=O)=[CH:16][N:15]=1>[Br-].C[P+](C1C=CC=CC=1)(C1C=CC=CC=1)C1C=CC=CC=1.C1COCC1.O>[CH3:12][O:13][C:14]1[N:15]=[CH:16][C:2]([CH:3]=[CH2:4])=[CH:1][N:19]=1 |f:3.4|. Procedure details: A suspension of methyltriphenylphosphonium bromide (24.8 g, 69.4 mmol) in THF (150 mL) at −78° C. under an atmosphere of nitrogen was added 2.5 M of n-butyllithium in hexane (28 mL, 70 mmol) during a period of 12 mins. The reaction was warmed to room temperature to yield a deep red ylide solution. To the ylide solution, cooled in ice, was introduced 2-methoxypyrimidine-5-carbaldehyde (8 g, 65.6 mmol) in THF (50 mL). The reaction was allowed to reach room temperature and stirred for 3 hours. The ... Reactants: C(#N)[C@H](CC1=CC=C(C=C1)C=1C=C2CN(C(C2=CC1)=O)C)NC(=O)C1(CCOCC1)NC(OC(C)(C)C)=O ((S)-tert-Butyl 4-(1-cyano-2-(4-(2-methyl-1-oxoisoindolin-5-yl)phenyl)ethylcarbamoyl)tetrahydro-2H-pyran-4-ylcarbamate), C(=O)O (formic acid), C(C)#N (acetonitrile). The solvent is CO (methanol), O (water). Run at temperature 50 celsius. The product is NC1(CCOCC1)C(=O)N[C@@H](CC1=CC=C(C=C1)C=1C=C2CN(C(C2=CC1)=O)C)C#N ((S)-4-Amino-N-(1-cyano-2-(4-(2-methyl-1-oxoisoindolin-5-yl)phenyl)ethyl)tetrahydro-2H-pyran-4-carboxamide). Isolated yield 60.3%. RXN SMILES: [C:1]([C@@H:3]([NH:22][C:23]([C:25]1([NH:31]C(=O)OC(C)(C)C)[CH2:30][CH2:29][O:28][CH2:27][CH2:26]1)=[O:24])[CH2:4][C:5]1[CH:10]=[CH:9][C:8]([C:11]2[CH:12]=[C:13]3[C:17](=[CH:18][CH:19]=2)[C:16](=[O:20])[N:15]([CH3:21])[CH2:14]3)=[CH:7][CH:6]=1)#[N:2].C(O)=O.C(#N)C>CO.O>[NH2:31][C:25]1([C:23]([NH:22][C@H:3]([C:1]#[N:2])[CH2:4][C:5]2[CH:6]=[CH:7][C:8]([C:11]3[CH:12]=[C:13]4[C:17](=[CH:18][CH:19]=3)[C:16](=[O:20])[N:15]([CH3:21])[CH2:14]4)=[CH:9][CH:10]=2)=[O:24])[CH2:30][CH2:29][O:28][CH2:27][CH2:26]1. Procedure details: To (S)-tert-butyl 4-(1-cyano-2-(4-(2-methyl-1-oxoisoindolin-5-yl)phenyl)ethylcarbamoyl)tetrahydro-2H-pyran-4-ylcarbamate (Example 31, step (v), 436 mg) was added formic acid (9.7 mL) and the mixture heated to 50° C. for 15 min. The mixture was allowed to cool to room temperature, diluted with methanol and then evaporated to dryness. The material was purified by reversed phase HPLC (Waters X-Bridge column) eluting with methanol in aqueous 0.1% trifluoroacetic acid as eluent. The fractions contain... The reactants are Cl.FCCN (2-Fluoroethylamine hydrochloride), N1N=CC2=CC(=CC=C12)NC1CN(CCC1)C(C(=O)O)C1=CC=CC=C1 (2-[3-(1H-5-Indazolylamino)piperidino]-2-phenylacetic acid), Cl.C(C)N=C=NCCCN(C)C (1-ethyl-3-(3-dimethylaminopropyl)carbodiimide hydro-chloride), ON1N=NC2=C1C=CC=C2 (1-hydroxybenzotriazole), CN(C)C1=NC=CC=C1 (dimethylaminopyridine), C(O)([O-])=O.[Na+] (sodium hydrogencarbonate). The solvent is CN(C=O)C (dimethylformamide). Reaction conditions: time 18 hour. Yields the product FCCNC(C(C1=CC=CC=C1)N1CC(CCC1)NC=1C=C2C=NNC2=CC1)=O (N1-(2-Fluoroethyl)-2-[3-(1H-5-indazolylamino)piperidino]-2-phenylacetamide). Isolated yield 39.3%. As a reaction SMILES: Cl.[F:2][CH2:3][CH2:4][NH2:5].[NH:6]1[C:14]2[C:9](=[CH:10][C:11]([NH:15][CH:16]3[CH2:21][CH2:20][CH2:19][N:18]([CH:22]([C:26]4[CH:31]=[CH:30][CH:29]=[CH:28][CH:27]=4)[C:23](O)=[O:24])[CH2:17]3)=[CH:12][CH:13]=2)[CH:8]=[N:7]1.Cl.C(N=C=NCCCN(C)C)C.ON1C2C=CC=CC=2N=N1.CN(C1C=CC=CN=1)C.C(=O)([O-])O.[Na+]>CN(C)C=O>[F:2][CH2:3][CH2:4][NH:5][C:23](=[O:24])[CH:22]([N:18]1[CH2:19][CH2:20][CH2:21][CH:16]([NH:15][C:11]2[CH:10]=[C:9]3[C:14](=[CH:13][CH:12]=2)[NH:6][N:7]=[CH:8]3)[CH2:17]1)[C:26]1[CH:31]=[CH:30][CH:29]=[CH:28][CH:27]=1 |f:0.1,3.4,7.8|. Procedure details: 2-Fluoroethylamine hydrochloride (50 mg) and the compound prepared in Example 222 (88 mg) were dissolved in dimethylformamide (1 ml), and 1-ethyl-3-(3-dimethylaminopropyl)carbodiimide hydro-chloride (86 mg), 1-hydroxybenzotriazole (77 mg), and dimethylaminopyridine (5 mg) were added to the solution. The reaction mixture was stirred at room temperature for 18 hr. A saturated aqueous sodium hydrogencarbonate solution (1 ml) was then added thereto, and the mixture was extracted with chloroform-prop...